Dataset: the Open Reaction Database (ORD), a public repository of structured organic reaction records. Task: describe an organic reaction: reactants, conditions, products, and yield Product: Cc1cc(N)cc2c1N(c1ccc(F)cc1)C(=O)C(C)(C)O2. Reaction SMILES: [C:23](=[O:24])([O-:25])[O-:26].[CH3:35][B:36]1[O:37][B:38]([CH3:39])[O:40][B:41]([CH3:42])[O:43]1.[K+:27].[K+:28].[NH2:1][c:2]1[cH:3][c:4]2[c:5]([c:20]([Br:22])[cH:21]1)[N:6]([c:13]1[cH:14][cH:15][c:16]([F:19])[cH:17][cH:18]1)[C:7](=[O:12])[C:8]([CH3:10])([CH3:11])[O:9]2.[O:29]1[CH2:30][CH2:31][O:32][CH2:33][CH2:34]1.[OH2:44]>>[NH2:1][c:2]1[cH:3][c:4]2[c:5]([c:20]([CH3:23])[cH:21]1)[N:6]([c:13]1[cH:14][cH:15][c:16]([F:19])[cH:17][cH:18]1)[C:7](=[O:12])[C:8]([CH3:10])([CH3:11])[O:9]2. The reactants are O=C([O-])[O-], CB1OB(C)OB(C)O1, [K+], [K+], CC1(C)Oc2cc(N)cc(Br)c2N(c2ccc(F)cc2)C1=O, C1COCCO1, O.